From a dataset of the Open Reaction Database (ORD), a public repository of structured organic reaction records. describe an organic reaction: reactants, conditions, products, and yield Starting materials: ClCCl, CC(C)(C)OC(=O)N1CC(n2nc(-c3ccc(Oc4ccccc4)cc3)c3c(N)ncnc32)C1, O=C(O)C(F)(F)F. The product is Nc1ncnc2c1c(-c1ccc(Oc3ccccc3)cc1)nn2C1CNC1. Reaction SMILES: [Cl:42][CH2:43][Cl:44].[NH2:1][c:2]1[c:3]2[c:4]([n:5][cH:6][n:7]1)[n:8]([CH:24]1[CH2:25][N:26]([C:28]([O:29][C:30]([CH3:31])([CH3:32])[CH3:33])=[O:34])[CH2:27]1)[n:9][c:10]2-[c:11]1[cH:12][cH:13][c:14]([O:17][c:18]2[cH:19][cH:20][cH:21][cH:22][cH:23]2)[cH:15][cH:16]1.[OH:35][C:36]([C:37]([F:38])([F:39])[F:40])=[O:41]>>[NH2:1][c:2]1[c:3]2[c:4]([n:5][cH:6][n:7]1)[n:8]([CH:24]1[CH2:25][NH:26][CH2:27]1)[n:9][c:10]2-[c:11]1[cH:12][cH:13][c:14]([O:17][c:18]2[cH:19][cH:20][cH:21][cH:22][cH:23]2)[cH:15][cH:16]1. The reactants are C1(=CC=CC=C1O)C (o-cresol), CO (methanol), [O-2].[Ca+2] (calcium oxide), [Sn]=O (tin oxide). The reagents and catalysts are [O-2].[Fe+2] (iron oxide), [O-2].[Cr+3].[O-2].[O-2].[Cr+3] (chromium oxide). Solvent: O (water). Product: C=1(C(=CC=CC1C)C)O (2,6-xylenol). RXN SMILES: [C:1]1([CH3:8])[C:6]([OH:7])=[CH:5][CH:4]=[CH:3][CH:2]=1.[CH3:9]O.[Sn]=O.[O-2].[Ca+2]>[O-2].[Fe+2].[O-2].[Cr+3].[O-2].[O-2].[Cr+3].O>[C:6]1([OH:7])[C:5]([CH3:9])=[CH:4][CH:3]=[CH:2][C:1]=1[CH3:8] |f:3.4,5.6,7.8.9.10.11|. Procedure details: o-cresol, methanol and water in a ratio of 1:2.5:2.5 were reacted in the same way as described in Example 1. The catalyst contained iron oxide, tin oxide, chromium oxide and calcium oxide in a molar ratio of 100:2:1:1. After working up, 2,6-xylenol was obtained with a selectivity of 98.9%. Even after 2000 hours, there was no change in the activity of selectivity of the catalyst. The reactants are CN1CC2CCN(c3ccc(C#N)cc3)C2C1, CO, [H][H], N. Product: CN1CC2CCN(c3ccc(CN)cc3)C2C1. RXN SMILES: [CH3:1][N:2]1[CH2:3][CH:4]2[N:5]([c:10]3[cH:11][cH:12][c:13]([C:14]#[N:15])[cH:16][cH:17]3)[CH2:6][CH2:7][CH:8]2[CH2:9]1.[CH3:21][OH:22].[H:18][H:19].[NH3:20]>>[CH3:1][N:2]1[CH2:3][CH:4]2[N:5]([c:10]3[cH:11][cH:12][c:13]([CH2:14][NH2:15])[cH:16][cH:17]3)[CH2:6][CH2:7][CH:8]2[CH2:9]1. The reactants are CN(/C=C/C(C)=O)C ((3E)-4-(dimethylamino)but-3-en-2-one), N(N)C1=NC=CC=C1 (2-hydrazinopyridine). Run in C(C)O (ethanol). Conditions: temperature 150 celsius, time 30 minute. Product: CC1=NN(C=C1)C1=NC=CC=C1 (2-(3-methyl-1H-pyrazol-1-yl)pyridine). As a reaction SMILES: C[N:2]([CH3:8])/[CH:3]=[CH:4]/[C:5](=O)[CH3:6].[NH:9]([C:11]1[CH:16]=[CH:15][CH:14]=CN=1)[NH2:10]>C(O)C>[CH3:14][C:15]1[CH:16]=[CH:11][N:9]([C:8]2[CH:6]=[CH:5][CH:4]=[CH:3][N:2]=2)[N:10]=1. Reported procedure: (3E)-4-(dimethylamino)but-3-en-2-one (255 mg, 2.25 mmol) and 2-hydrazinopyridine (369 mg, 3.38 mmol) were added to ethanol (3 ml). The reaction mixture was heated to 150° C. in the Biotage Initiator Series microwave reactor. After 30 minutes, the reaction mixture was cooled and concentrated. The residue was purified by column chromatography on silica gel, (ethyl acetate/isohexane gradient) to afford 2-(3-methyl-1H-pyrazol-1-yl)pyridine (faster eluting isomer) and 2-(5-methyl-1H-pyrazol-1-yl)pyri... Reactants: 1.92, C([O-])([O-])=O.[Cs+].[Cs+] (cesium carbonate), IC (iodomethane), OC1=CC(=NN1C1=CC=CC=C1)C(=O)O (5-hydroxy-1-phenyl-1H-pyrazole-3-carboxylic acid). Run in CN(C)C=O (DMF). Reaction conditions: time 8 hour. Yields the product COC1=CC(=NN1C1=CC=CC=C1)C(=O)O (5-Methoxy-1-phenyl-1H-pyrazole-3-carboxylic acid). Isolated yield 38.0%. RXN SMILES: [OH:1][C:2]1[N:6]([C:7]2[CH:12]=[CH:11][CH:10]=[CH:9][CH:8]=2)[N:5]=[C:4]([C:13]([OH:15])=[O:14])[CH:3]=1.[C:16](=O)([O-])[O-].[Cs+].[Cs+].IC>CN(C=O)C>[CH3:16][O:1][C:2]1[N:6]([C:7]2[CH:12]=[CH:11][CH:10]=[CH:9][CH:8]=2)[N:5]=[C:4]([C:13]([OH:15])=[O:14])[CH:3]=1 |f:1.2.3|. Procedure: 600 mg (2.94 mmol) of 5-hydroxy-1-phenyl-1H-pyrazole-3-carboxylic acid were dissolved in 30 ml of DMF, 1.92 (5.9 mmol) of cesium carbonate and 1.04 g (7.35 mmol) of iodomethane were added, and the resulting mixture was heated for 4 h to 80° C. The mixture was filtrated and the solvent removed in vacuo. The residue was dissolved in 20 ml of MOH and 5.9 ml of an aqueous 1 M solution of sodium hydroxide. After stirring overnight the reaction was complete. The solvent was removed and the residue sub... Reactants: ClC1=C(C=CC=C1)[N+](=O)[O-] (o-chloronitrobenzene), [F-].[K+] (potassium fluoride), [F-].[Cs+] (cesium fluoride), C1CCCS1(=O)=O (tetramethylenesulfone). Conditions: temperature 110 celsius. The product is FC1=C(C=CC=C1)[N+](=O)[O-] (o-fluoronitrobenzene). The yield is 85.5%. Reaction SMILES: Cl[C:2]1[CH:7]=[CH:6][CH:5]=[CH:4][C:3]=1[N+:8]([O-:10])=[O:9].[F-:11].[K+].[F-].[Cs+].C1S(=O)(=O)CCC1>>[F:11][C:2]1[CH:7]=[CH:6][CH:5]=[CH:4][C:3]=1[N+:8]([O-:10])=[O:9] |f:1.2,3.4|. Reported procedure: 1,300 parts of o-chloronitrobenzene, 960 parts of potassium fluoride and 25 parts of cesium fluoride are stirred in 1,300 parts of tetramethylenesulfone under nitrogen for 16 hours at 225° C. The solution is cooled to 110° C. and filtered, the solid residue is washed with 500 parts of methylene chloride and the filtrates are combined and distilled. 991 parts (85.5% of theory) of o-fluoronitrobenzene of boiling point 55° to 57° C/1.2 mm Hg are obtained.